Dataset: the Open Reaction Database (ORD), a public repository of structured organic reaction records. Task: describe an organic reaction: reactants, conditions, products, and yield The reactants are IC=1C=CC=2N(N1)C=C(N2)NC(=O)C2CC2 (N-(6-iodoimidazo[1,2-b]pyridazin-2-yl)cyclopropanecarboxamide), CN1N=C(C=C1CNC=1C=C(C=CC1C)O)C (3-{[(1,3-dimethyl-1H-pyrazol-5-yl)methyl]amino}-4-methylphenol), C([O-])([O-])=O.[K+].[K+] (potassium carbonate). Solvent: CN(C=O)C (N,N-dimethylformamide). Reaction conditions: temperature 150 celsius, time 40 minute. Product: CN1N=C(C=C1CNC=1C=C(OC=2C=CC=3N(N2)C=C(N3)NC(=O)C3CC3)C=CC1C)C (N-[6-(3-{[(1,3-dimethyl-1H-pyrazol-5-yl)methyl]amino}-4-methylphenoxy)imidazo[1,2-b]pyridazin-2-yl]cyclopropanecarboxamide). Isolated yield 72.4%. RXN SMILES: I[C:2]1[CH:3]=[CH:4][C:5]2[N:6]([CH:8]=[C:9]([NH:11][C:12]([CH:14]3[CH2:16][CH2:15]3)=[O:13])[N:10]=2)[N:7]=1.[CH3:17][N:18]1[C:22]([CH2:23][NH:24][C:25]2[CH:26]=[C:27]([OH:32])[CH:28]=[CH:29][C:30]=2[CH3:31])=[CH:21][C:20]([CH3:33])=[N:19]1.C(=O)([O-])[O-].[K+].[K+]>CN(C)C=O>[CH3:17][N:18]1[C:22]([CH2:23][NH:24][C:25]2[CH:26]=[C:27]([CH:28]=[CH:29][C:30]=2[CH3:31])[O:32][C:2]2[CH:3]=[CH:4][C:5]3[N:6]([CH:8]=[C:9]([NH:11][C:12]([CH:14]4[CH2:16][CH2:15]4)=[O:13])[N:10]=3)[N:7]=2)=[CH:21][C:20]([CH3:33])=[N:19]1 |f:2.3.4|. Procedure details: A mixture of N-(6-iodoimidazo[1,2-b]pyridazin-2-yl)cyclopropanecarboxamide (210 mg, 0.64 mmol), 3-{[(1,3-dimethyl-1H-pyrazol-5-yl)methyl]amino}-4-methylphenol (220 mg, 0.96 mmol), potassium carbonate (220 mg, 1.6 mmol) and N,N-dimethylformamide (1.5 mL) was stirred under microwave irradiation at 150° C. for 40 min. The solvent was evaporated under reduced pressure, ethyl acetate/tetrahydrofuran and water were added to the residue, the aqueous layer was extracted with ethyl acetate/tetrahydrofura... The reactants are COc1ccc(C#N)cc1C#N, Cl, c1ccc2ncccc2c1. The product is N#Cc1ccc(O)c(C#N)c1. As a reaction SMILES: [CH3:1][O:2][c:3]1[c:4]([C:11]#[N:12])[cH:5][c:6]([C:7]#[N:8])[cH:9][cH:10]1.[ClH:13].[cH:14]1[cH:15][c:16]2[c:17]([n:18][cH:19][cH:20][cH:21]2)[cH:22][cH:23]1>>[OH:2][c:3]1[c:4]([C:11]#[N:12])[cH:5][c:6]([C:7]#[N:8])[cH:9][cH:10]1. Starting materials: [Na] (sodium), S(=O)(=O)(O)O.C(CCCCCC)NC(=N)N (n-heptylguanidine sulfate). The product is C(CCCCC)N=C=O (n-hexylisocyanate). As a reaction SMILES: [Na].S(O)(O)(=O)=[O:3].[CH2:7]([NH:14][C:15](N)=N)[CH2:8][CH2:9][CH2:10][CH2:11][CH2:12]C>>[CH2:7]([N:14]=[C:15]=[O:3])[CH2:8][CH2:9][CH2:10][CH2:11][CH3:12] |f:1.2,^1:0|. Procedure: Proceeding in a manner similar to that described above in part A of Example 18, and using 3.44 g. of sodium, 30.9 g. of n-heptylguanidine sulfate, and 19.1 g. of n-hexylisocyanate, there was obtained 26.2 g. of 1-n-heptylamidino-3-n-hexylurea having the structural formula ##STR63## as a white crystalline solid which melted at 68°-72° C. The solubility of this base in a dilute acidic solution (prepared by mixing 0.36 ml. of N/2 hydrochloric acid and 9.64 ml. of water) at 25° C. was less than 0.25... Reactants: CC(C)[O-], CC(C)[O-], CC(C)[O-], CC(C)[O-], COc1c(F)cccc1C(C)CC(O)(C=O)C(F)(F)F, Nc1ccc(F)c2[nH]c(=O)ccc12, [Ti+4], Cc1ccccc1C. Yields the product COc1c(F)cccc1C(C)CC(O)(C=Nc1ccc(F)c2[nH]c(=O)ccc12)C(F)(F)F. Reaction SMILES: [CH3:42][CH:43]([CH3:44])[O-:45].[CH3:46][CH:47]([CH3:48])[O-:49].[CH3:50][CH:51]([CH3:52])[O-:53].[CH3:54][CH:55]([CH3:56])[O-:57].[F:1][c:2]1[c:3]([O:19][CH3:20])[c:4]([CH:8]([CH2:9][C:10]([CH:11]=[O:12])([C:13]([F:14])([F:15])[F:16])[OH:17])[CH3:18])[cH:5][cH:6][cH:7]1.[NH2:21][c:22]1[c:23]2[cH:24][cH:25][c:26](=[O:33])[nH:27][c:28]2[c:29]([F:32])[cH:30][cH:31]1.[Ti+4:58].[c:34]1([CH3:35])[c:36]([CH3:37])[cH:38][cH:39][cH:40][cH:41]1>>[F:1][c:2]1[c:3]([O:19][CH3:20])[c:4]([CH:8]([CH2:9][C:10]([CH:11]=[N:21][c:22]2[c:23]3[cH:24][cH:25][c:26](=[O:33])[nH:27][c:28]3[c:29]([F:32])[cH:30][cH:31]2)([C:13]([F:14])([F:15])[F:16])[OH:17])[CH3:18])[cH:5][cH:6][cH:7]1. The reactants are CC#CCO, Cc1ccccc1, CCN(C(C)C)C(C)C, Fc1ncnc(F)c1F. Yields the product CC#CCOc1ncnc(F)c1F. Reaction SMILES: [CH2:10]([C:11]#[C:12][CH3:13])[OH:14].[CH3:24][c:25]1[cH:26][cH:27][cH:28][cH:29][cH:30]1.[CH:15]([N:16]([CH2:17][CH3:18])[CH:19]([CH3:20])[CH3:21])([CH3:22])[CH3:23].[F:1][c:2]1[n:3][cH:4][n:5][c:6]([F:9])[c:7]1[F:8]>>[F:1][c:2]1[n:3][cH:4][n:5][c:6]([O:14][CH2:10][C:11]#[C:12][CH3:13])[c:7]1[F:8]. Reactants: OC=1C=C(C=O)C=CC1 (3-hydroxybenzaldehyde), [N+](=O)(OCCBr)[O-] (bromoethyl nitrate), [Na] (sodium). Run in C(C)O (ethanol). Product: O([N+](=O)[O-])CCOC=1C=C(C=O)C=CC1 (3-(2-Nitroxyethoxy)benzaldehyde). Yield: 19.0%. RXN SMILES: [Na].[OH:2][C:3]1[CH:4]=[C:5]([CH:8]=[CH:9][CH:10]=1)[CH:6]=[O:7].[N+:11]([O-:17])([O:13][CH2:14][CH2:15]Br)=[O:12]>C(O)C>[O:13]([CH2:14][CH2:15][O:2][C:3]1[CH:4]=[C:5]([CH:8]=[CH:9][CH:10]=1)[CH:6]=[O:7])[N+:11]([O-:17])=[O:12] |^1:0|. Procedure: 1.42 g of sodium were dissolved in 200 ml of ethanol. 7.5 g of 3-hydroxybenzaldehyde and 10.5 g of bromoethyl nitrate were added and the resulting solution was refluxed for 5 hours. The compound was purified by column chromatography (silica, CH2Cl2). Yield 19%. Melting point: oil. The reactants are ClC1=NN=C(C=2CCCCC12)NN (1-chloro-4-hydrazino-5,6,7,8-tetrahydrophthalazine), C(C)(=O)O (acetic acid), N(=O)[O-].[Na+] (sodium nitrite). The solvent is O (water). Yields the product ClC1=NN2C(C=3CCCCC13)=NN=N2 (6-chloro-7,8,9,10-tetrahydrotetrazolo[5,1-a]phthalazine). As a reaction SMILES: [Cl:1][C:2]1[C:11]2[CH2:10][CH2:9][CH2:8][CH2:7][C:6]=2[C:5]([NH:12][NH2:13])=[N:4][N:3]=1.C(O)(=O)C.[N:18]([O-])=O.[Na+]>O>[Cl:1][C:2]1[C:11]2[CH2:10][CH2:9][CH2:8][CH2:7][C:6]=2[C:5]2=[N:12][N:13]=[N:18][N:4]2[N:3]=1 |f:2.3|. Reported procedure: To a suspension of 9.9 g of 1-chloro-4-hydrazino-5,6,7,8-tetrahydrophthalazine in 35 ml of aqueous 12% acetic acid was added a solution of 3.5 g of sodium nitrite in 30 ml of water. The mixture was kept at room temperature (about 22°-25° C.) for about 20 minutes. The solid present was then separated by filtration, air dried and recrystallized to give 6-chloro-7,8,9,10-tetrahydrotetrazolo[5,1-a]phthalazine melting at about 109°-110° C. Starting materials: C1(=CC=C(C=C1)S(=O)(=O)Cl)C (p-Toluenesulfonyl chloride), C1=CC(=CC(=C1)Cl)C(=O)OO (mCPBA), N1(C=NC=2C=NC=3C=CC=CC3C21)CCC(=O)NC (3-(1H-imidazo[4,5-c]quinolin-1-yl)-N-methylpropanamide), [OH-].[NH4+] (Ammonium hydroxide). Solvent: C(Cl)(Cl)Cl (chloroform). Reaction conditions: time 1 hour. Yields the product NC1=NC=2C=CC=CC2C2=C1N=CN2CCC(=O)NC (3-(4-amino-1H-imidazo[4,5-c]quinolin-1-yl)-N-methylpropanamide). RXN SMILES: C1C=C(Cl)C=C(C(OO)=O)C=1.[N:12]1([CH2:25][CH2:26][C:27]([NH:29][CH3:30])=[O:28])[C:24]2[C:23]3[CH:22]=[CH:21][CH:20]=[CH:19][C:18]=3[N:17]=[CH:16][C:15]=2[N:14]=[CH:13]1.[OH-].[NH4+:32].C1(C)C=CC(S(Cl)(=O)=O)=CC=1>C(Cl)(Cl)Cl>[NH2:32][C:16]1[C:15]2[N:14]=[CH:13][N:12]([CH2:25][CH2:26][C:27]([NH:29][CH3:30])=[O:28])[C:24]=2[C:23]2[CH:22]=[CH:21][CH:20]=[CH:19][C:18]=2[N:17]=1 |f:2.3|. Procedure: mCPBA (8.95 g, 38.9 mmol) was added to a solution of 3-(1H-imidazo[4,5-c]quinolin-1-yl)-N-methylpropanamide (4.4 g, 15.6 mmol) in chloroform (100 mL); the reaction was stirred for one hour at ambient temperature. Ammonium hydroxide (40 mL) was added, and the mixture was stirred vigorously for 15 minutes. p-Toluenesulfonyl chloride (5.94 g, 31.2 mmol) was added over a period of ten minutes, and the reaction was stirred for two hours. The reaction mixture was filtered to remove a precipitate, and ...